Task: describe an organic reaction: reactants, conditions, products, and yield. Dataset: the Open Reaction Database (ORD), a public repository of structured organic reaction records As a reaction SMILES: Br[C:2]1[CH:3]=[C:4]2[C:9](=[CH:10][CH:11]=1)[CH:8]=[C:7]([O:12][Si:13]([C:16]([CH3:19])([CH3:18])[CH3:17])([CH3:15])[CH3:14])[CH:6]=[CH:5]2.[CH3:20][CH:21]([CH3:49])[CH2:22][C:23]([C:25]1[N:26]=[CH:27][N:28]([C:30]([C:43]2[CH:48]=[CH:47][CH:46]=[CH:45][CH:44]=2)([C:37]2[CH:42]=[CH:41][CH:40]=[CH:39][CH:38]=2)[C:31]2[CH:36]=[CH:35][CH:34]=[CH:33][CH:32]=2)[CH:29]=1)=[O:24]>>[Si:13]([O:12][C:7]1[CH:8]=[C:9]2[C:4](=[CH:5][CH:6]=1)[CH:3]=[C:2]([C:23]([C:25]1[N:26]=[CH:27][N:28]([C:30]([C:43]3[CH:48]=[CH:47][CH:46]=[CH:45][CH:44]=3)([C:37]3[CH:38]=[CH:39][CH:40]=[CH:41][CH:42]=3)[C:31]3[CH:36]=[CH:35][CH:34]=[CH:33][CH:32]=3)[CH:29]=1)([OH:24])[CH2:22][CH:21]([CH3:49])[CH3:20])[CH:11]=[CH:10]2)([C:16]([CH3:19])([CH3:18])[CH3:17])([CH3:15])[CH3:14]. Isolated yield 77.9%. Reported procedure: 6-Bromo-2-tert-butyldimethylsilyloxynaphthalene (33.7 g) and 3-methyl-1-(1-trityl-1H-imidazol-4-yl)-1-butanone (31.5 g) were used as the starting materials. By the same procedure described in Reference example 1, the titled compound (40.6 g) was obtained as a colorless powder. Starting materials: BrC=1C=C2C=CC(=CC2=CC1)O[Si](C)(C)C(C)(C)C (6-Bromo-2-tert-butyldimethylsilyloxynaphthalene), CC(CC(=O)C=1N=CN(C1)C(C1=CC=CC=C1)(C1=CC=CC=C1)C1=CC=CC=C1)C (3-methyl-1-(1-trityl-1H-imidazol-4-yl)-1-butanone). Product: [Si](C)(C)(C(C)(C)C)OC=1C=C2C=CC(=CC2=CC1)C(CC(C)C)(O)C=1N=CN(C1)C(C1=CC=CC=C1)(C1=CC=CC=C1)C1=CC=CC=C1 (1-[6-(tert-Butyldimethylsilyloxy)-2-naphthyl]-3-methyl-1-(1-trityl-1H-imidazol-4-yl)-1-butanol). Reactants: C[Si](C)(C)C=[N+]=[N-], CCOCC, CO, O=C1NC(Cc2cc(F)cc(F)c2)C(C2Cc3cccc(O)c3CN2C(c2ccccc2)c2ccccc2)O1. The product is COc1cccc2c1CN(C(c1ccccc1)c1ccccc1)C(C1OC(=O)NC1Cc1cc(F)cc(F)c1)C2. RXN SMILES: [CH3:40][Si:41]([CH:42]=[N+:43]=[N-:44])([CH3:45])[CH3:46].[CH3:47][CH2:48][O:49][CH2:50][CH3:51].[CH3:52][OH:53].[F:1][c:2]1[cH:3][c:4]([CH2:5][CH:6]2[NH:7][C:8](=[O:35])[O:9][CH:10]2[CH:11]2[N:12]([CH:22]([c:23]3[cH:24][cH:25][cH:26][cH:27][cH:28]3)[c:29]3[cH:30][cH:31][cH:32][cH:33][cH:34]3)[CH2:13][c:14]3[c:15]([OH:21])[cH:16][cH:17][cH:18][c:19]3[CH2:20]2)[cH:36][c:37]([F:39])[cH:38]1>>[F:1][c:2]1[cH:3][c:4]([CH2:5][CH:6]2[NH:7][C:8](=[O:35])[O:9][CH:10]2[CH:11]2[N:12]([CH:22]([c:23]3[cH:24][cH:25][cH:26][cH:27][cH:28]3)[c:29]3[cH:30][cH:31][cH:32][cH:33][cH:34]3)[CH2:13][c:14]3[c:15]([O:21][CH3:40])[cH:16][cH:17][cH:18][c:19]3[CH2:20]2)[cH:36][c:37]([F:39])[cH:38]1. The product is C(C)(C)(C)[Si](OC1C(C(OC1(CON=C)C(O[SiH2]C(C)(C)C)(C1=CC=CC=C1)C1=CC=CC=C1)N1C(NC(C=C1)=O)=O)O)(C1=CC=CC=C1)C1=CC=CC=C1 (1-[4-(tert-butyl-diphenyl-silanyloxy)-5-(tert-butyl-diphenyl-silanyloxymethyl)-3-hydroxy-5-methyleneaminooxymethyl-tetrahydro-furan-2-yl]-1H-pyrimidine-2,4-dione). Reactants: CNN (methylhydrazine), C(C)(C)(C)[Si](OC1C(C(OC1(C(=O)ON1CC2=CC=CC=C2C1=O)C(O[SiH2]C(C)(C)C)(C1=CC=CC=C1)C1=CC=CC=C1)N1C(NC(C=C1)=O)=O)OC(C)=O)(C1=CC=CC=C1)C1=CC=CC=C1 (Acetic Acid 4-(tert-butyl-diphenyl-silanyloxy)-5-(tert-butyl-diphenyl-silanyloxymethyl)-5-(1,3-dioxo-1,3-dihydro-isoindol-2-yloxymethyl)-2-(2,4-dioxo-3,4-dihydro-2H-pyrimidin-1-yl)-tetrahydro-furan-3-yl Ester), CO (methanol), C=O (formaldehyde). As a reaction SMILES: [C:1]([Si:5]([C:62]1[CH:67]=[CH:66][CH:65]=[CH:64][CH:63]=1)([C:56]1[CH:61]=[CH:60][CH:59]=[CH:58][CH:57]=1)[O:6][CH:7]1[C:11]([C:25]([C:38]2[CH:43]=[CH:42][CH:41]=[CH:40][CH:39]=2)([C:32]2[CH:37]=[CH:36][CH:35]=[CH:34][CH:33]=2)[O:26][SiH2:27][C:28]([CH3:31])([CH3:30])[CH3:29])([C:12]([O:14][N:15]2C(=O)C3C(=CC=CC=3)[CH2:16]2)=O)[O:10][CH:9]([N:44]2[CH:49]=[CH:48][C:47](=[O:50])[NH:46][C:45]2=[O:51])[CH:8]1[O:52]C(=O)C)([CH3:4])([CH3:3])[CH3:2].CNN.CO.C=O>ClCCl>[C:1]([Si:5]([C:56]1[CH:57]=[CH:58][CH:59]=[CH:60][CH:61]=1)([C:62]1[CH:67]=[CH:66][CH:65]=[CH:64][CH:63]=1)[O:6][CH:7]1[C:11]([C:25]([C:32]2[CH:37]=[CH:36][CH:35]=[CH:34][CH:33]=2)([C:38]2[CH:43]=[CH:42][CH:41]=[CH:40][CH:39]=2)[O:26][SiH2:27][C:28]([CH3:31])([CH3:30])[CH3:29])([CH2:12][O:14][N:15]=[CH2:16])[O:10][CH:9]([N:44]2[CH:49]=[CH:48][C:47](=[O:50])[NH:46][C:45]2=[O:51])[CH:8]1[OH:52])([CH3:2])([CH3:3])[CH3:4]. Run at temperature -10 celsius, time 1.5 hour. The solvent is ClCCl (dichloromethane), ClCCl (dichloromethane). Reported procedure: This transformation is performed smoothly in high yield using published procedures (Bhat, B., et. al., J. Org. Chem. 1996, 61, 8186-8199). Generally, a portion of Compound 16 is dissolved in dichloromethane and cooled to −10° C. To this solution is added methylhydrazine (2.5 eq.). After 1-2 hours of stirring at 0° C., the mixture is diluted with dichloromethane, washed with water and brine, dried with anhydrous Na2SO4, filtered, and evaporated. The resulting residue is immediately redissolved in... Reactants: CCOC(C)=O, O=C([O-])O, CN1CCN(CCCN(Cc2ccc(C(=O)Nc3ccccc3NC(=O)OC(C)(C)C)cc2)C(=O)Nc2ccc3c(c2)OCCO3)CC1, CCOC(C)=O, CO, Cl, [Na+]. The product is CN1CCN(CCCN(Cc2ccc(C(=O)Nc3ccccc3N)cc2)C(=O)Nc2ccc3c(c2)OCCO3)CC1. As a reaction SMILES: [C:1]([O:2][CH2:3][CH3:4])(=[O:5])[CH3:6].[C:62](=[O:63])([O-:64])[OH:65].[C:8]([O:9][C:10](=[O:11])[NH:15][c:16]1[c:17]([NH:22][C:23]([c:24]2[cH:25][cH:26][c:27]([CH2:30][N:31]([C:32](=[O:33])[NH:34][c:35]3[cH:36][c:37]4[c:38]([cH:43][cH:44]3)[O:39][CH2:40][CH2:41][O:42]4)[CH2:45][CH2:46][CH2:47][N:48]3[CH2:49][CH2:50][N:51]([CH3:54])[CH2:52][CH2:53]3)[cH:28][cH:29]2)=[O:55])[cH:18][cH:19][cH:20][cH:21]1)([CH3:12])([CH3:13])[CH3:14].[CH3:56][CH2:57][O:58][C:59](=[O:60])[CH3:61].[CH3:67][OH:68].[ClH:7].[Na+:66]>>[NH2:15][c:16]1[c:17]([NH:22][C:23]([c:24]2[cH:25][cH:26][c:27]([CH2:30][N:31]([C:32](=[O:33])[NH:34][c:35]3[cH:36][c:37]4[c:38]([cH:43][cH:44]3)[O:39][CH2:40][CH2:41][O:42]4)[CH2:45][CH2:46][CH2:47][N:48]3[CH2:49][CH2:50][N:51]([CH3:54])[CH2:52][CH2:53]3)[cH:28][cH:29]2)=[O:55])[cH:18][cH:19][cH:20][cH:21]1. The reactants are crude product, C(#N)N(C1=CC(=CC=C1)C)C (N-cyano-N-methyl-3-toluidine), C1(=CC=CC2=CC=CC=C12)N (1-naphthylamine), Cl (HCl). The product is C1(=CC=CC2=CC=CC=C12)NC(=N)N(C)C=1C=C(C=CC1)C (N-(1-naphthyl)-N'-(m-tolyl)-N'-methylguanidine). RXN SMILES: [C:1]([N:3]([CH3:11])[C:4]1[CH:9]=[CH:8][CH:7]=[C:6]([CH3:10])[CH:5]=1)#[N:2].[C:12]1([NH2:22])[C:21]2[C:16](=[CH:17][CH:18]=[CH:19][CH:20]=2)[CH:15]=[CH:14][CH:13]=1.Cl>>[C:12]1([NH:22][C:1]([N:3]([C:4]2[CH:5]=[C:6]([CH3:10])[CH:7]=[CH:8][CH:9]=2)[CH3:11])=[NH:2])[C:21]2[C:16](=[CH:17][CH:18]=[CH:19][CH:20]=2)[CH:15]=[CH:14][CH:13]=1. Procedure: A mixture of N-cyano-N-methyl-3-toluidine (0.47 g, 3.22 mmol) and 1-naphthylamine.HCl (0.54 g, 3 mmol) in a 5 ml round bottom flask was heated in a preheated oil bath at 170°-190° C. for 3 h under N2. The dark brown solution was allowed to cool to room temperature, and it became a rocky solid. The crude product was flash chromatographed on silica gel to yield N-(1-naphthyl)-N'-(m-tolyl)-N'-methylguanidine.HCl (40% yield) as a white powder. Elemental analysis: IR (CH2Cl2): 1625, 1600, 1560 cm-1. ... Reactants: C(C)(C)(C)C1=CC=C(C=C1)S(=O)(=O)N1CC2=C(NC3=C1C=C(C=C3)C(C)=O)N=C(C=C2)C(F)(F)F (1-[6-[(4-tert-Butylphenyl)sulfonyl]-2-(trifluoromethyl)-6,11-dihydro-5H-pyrido[2,3-b][1,5]benzodiazepin-8-yl]ethanone). The solvent is C1CCOC1 (THF). Conditions: time 2 hour. Product: C(C)(C)(C)C1=CC=C(C=C1)S(=O)(=O)N1CC2=C(NC3=C1C=C(C=C3)C(C)O)N=C(C=C2)C(F)(F)F (1-[6-[(4-tert-Butylphenyl)sulfonyl]-2-(trifluoromethyl)-6,11-dihydro-5H-pyrido[2,3-b][1,5]benzodiazepin-8-yl]ethanol). RXN SMILES: [C:1]([C:5]1[CH:10]=[CH:9][C:8]([S:11]([N:14]2[C:20]3[CH:21]=[C:22]([C:25](=[O:27])[CH3:26])[CH:23]=[CH:24][C:19]=3[NH:18][C:17]3[N:28]=[C:29]([C:32]([F:35])([F:34])[F:33])[CH:30]=[CH:31][C:16]=3[CH2:15]2)(=[O:13])=[O:12])=[CH:7][CH:6]=1)([CH3:4])([CH3:3])[CH3:2]>C1COCC1>[C:1]([C:5]1[CH:6]=[CH:7][C:8]([S:11]([N:14]2[C:20]3[CH:21]=[C:22]([CH:25]([OH:27])[CH3:26])[CH:23]=[CH:24][C:19]=3[NH:18][C:17]3[N:28]=[C:29]([C:32]([F:34])([F:35])[F:33])[CH:30]=[CH:31][C:16]=3[CH2:15]2)(=[O:12])=[O:13])=[CH:9][CH:10]=1)([CH3:2])([CH3:3])[CH3:4]. Procedure: To a solution of 1-[6-[(4-tert-butylphenyl)sulfonyl]-2-(trifluoromethyl)-6,11-dihydro-5H-pyrido[2,3-b][1,5]benzodiazepin-8-yl]ethanone (Example 454, 100 mg, 0.200 mmol) in THF (0.50 mL) was added borane-THF complex (0.700 mL of 1M solution). After stirring at rt for 2 h, the reaction mixture was cooled to 0° C. and was quenched with 3N HCl, and the stirring continued at rt for 1 h. The product was extracted into EtOAc, and the combined extracts were washed with water, brine, dried over MgSO4 and... Starting materials: CCOC(=O)CC(C)=O, CCO, Clc1ccccc1, Nc1ccc(N)c([N+](=O)[O-])c1. Yields the product CC(=O)CC(=O)Nc1ccc(N)c([N+](=O)[O-])c1. As a reaction SMILES: [CH2:12]([O:14][C:15](=[O:13])[CH2:16][C:17](=[O:18])[CH3:19])[CH3:20].[CH3:21][CH2:22][OH:23].[Cl:24][c:25]1[cH:26][cH:27][cH:28][cH:29][cH:30]1.[NH2:1][c:2]1[c:3]([N+:9](=[O:10])[O-:11])[cH:4][c:5]([NH2:8])[cH:6][cH:7]1>>[NH2:1][c:2]1[c:3]([N+:9](=[O:10])[O-:11])[cH:4][c:5]([NH:8][C:15](=[O:14])[CH2:16][C:17](=[O:18])[CH3:19])[cH:6][cH:7]1. Starting materials: O=C([O-])[O-], Cc1ccccc1, [Cs+], [Cs+], O=C(Cl)c1ccccc1F, OB(O)c1ccccc1F, c1ccc(P(c2ccccc2)(c2ccccc2)[Pd](P(c2ccccc2)(c2ccccc2)c2ccccc2)(P(c2ccccc2)(c2ccccc2)c2ccccc2)P(c2ccccc2)(c2ccccc2)c2ccccc2)cc1. Yields the product O=C(c1ccccc1F)c1ccccc1F. RXN SMILES: [C:11](=[O:12])([O-:13])[O-:14].[CH3:27][c:28]1[cH:29][cH:30][cH:31][cH:32][cH:33]1.[Cs+:15].[Cs+:16].[F:17][c:18]1[c:19]([C:20](=[O:21])[Cl:22])[cH:23][cH:24][cH:25][cH:26]1.[F:1][c:2]1[c:3]([B:8]([OH:9])[OH:10])[cH:4][cH:5][cH:6][cH:7]1.[cH:34]1[cH:35][cH:36][c:37]([P:38]([Pd:39]([P:40]([c:41]2[cH:42][cH:43][cH:44][cH:45][cH:46]2)([c:47]2[cH:48][cH:49][cH:50][cH:51][cH:52]2)[c:53]2[cH:54][cH:55][cH:56][cH:57][cH:58]2)([P:59]([c:60]2[cH:61][cH:62][cH:63][cH:64][cH:65]2)([c:66]2[cH:67][cH:68][cH:69][cH:70][cH:71]2)[c:72]2[cH:73][cH:74][cH:75][cH:76][cH:77]2)[P:78]([c:79]2[cH:80][cH:81][cH:82][cH:83][cH:84]2)([c:85]2[cH:86][cH:87][cH:88][cH:89][cH:90]2)[c:91]2[cH:92][cH:93][cH:94][cH:95][cH:96]2)([c:97]2[cH:98][cH:99][cH:100][cH:101][cH:102]2)[c:103]2[cH:104][cH:105][cH:106][cH:107][cH:108]2)[cH:109][cH:110]1>>[F:1][c:2]1[c:3]([C:20]([c:19]2[c:18]([F:17])[cH:26][cH:25][cH:24][cH:23]2)=[O:21])[cH:4][cH:5][cH:6][cH:7]1. Reactants: ClC1=CC=NC=2N(C3=C(C21)C=C(N=C3)C#N)COCC[Si](C)(C)C (4-chloro-9-(2-trimethylsilanyl-ethoxymethyl)-9H-dipyrido[2,3-b;4′,3′-d]pyrrole-6-carbonitrile), Cl.N1C[C@@H](CCC1)O ((R)-piperidin-3-ol hydrogen chloride), [H-].[Na+] (sodium hydride), oil. RXN SMILES: Cl.[NH:2]1[CH2:7][CH2:6][CH2:5][C@@H:4]([OH:8])[CH2:3]1.[H-].[Na+].Cl[C:12]1[C:20]2[C:19]3[CH:21]=[C:22]([C:25]#[N:26])[N:23]=[CH:24][C:18]=3[N:17]([CH2:27][O:28][CH2:29][CH2:30][Si:31]([CH3:34])([CH3:33])[CH3:32])[C:16]=2[N:15]=[CH:14][CH:13]=1>O1CCCC1.CN(C)C=O.O.C(OCC)(=O)C>[NH:2]1[CH2:7][CH2:6][CH2:5][C@@H:4]([O:8][C:12]2[C:20]3[C:19]4[CH:21]=[C:22]([C:25]#[N:26])[N:23]=[CH:24][C:18]=4[N:17]([CH2:27][O:28][CH2:29][CH2:30][Si:31]([CH3:34])([CH3:33])[CH3:32])[C:16]=3[N:15]=[CH:14][CH:13]=2)[CH2:3]1 |f:0.1,2.3|. Reaction conditions: temperature 40 celsius, time 10 minute. Procedure: To a solution of (R)-piperidin-3-ol hydrogen chloride (169 mg, 1.2 mmol) in tetrahydrofuran (4.5 mL) and N,N-dimethylformamide (1 mL) was added sodium hydride as 60% dispersion in mineral oil (200 mg, 5.0 mmol). The reaction mixture was stirred at ambient temperature for 5 minutes before 4-chloro-9-(2-trimethylsilanyl-ethoxymethyl)-9H-dipyrido[2,3-b;4′,3′-d]pyrrole-6-carbonitrile (200 mg, 0.56 mmol) was added in one portion and the reaction mixture was stirred at this temperature for 10 minutes ... Solvent: O (water), C(C)(=O)OCC (ethyl acetate), O1CCCC1 (tetrahydrofuran), CN(C=O)C (N,N-dimethylformamide). The product is N1C[C@@H](CCC1)OC1=CC=NC=2N(C3=C(C21)C=C(N=C3)C#N)COCC[Si](C)(C)C ((R)-4-(piperidin-3-yloxy)-9-(2-trimethylsilanyl-ethoxymethyl)-9H-dipyrido[2,3-b;4′,3′-d]pyrrole-6-carbonitrile).